Task: describe an organic reaction: reactants, conditions, products, and yield. Dataset: the Open Reaction Database (ORD), a public repository of structured organic reaction records Starting materials: C(C)(=O)O[C@H]1[C@@H](O[C@@H]([C@H]([C@@H]1OC(C)=O)OC(C)=O)COC(C)=O)OC1=NNC(=C1CC1=C(C=C(C=C1)\C=C\C(=O)O)C)C(C)C (3-(2,3,4,6-tetra-O-acetyl-β-D-glucopyranosyloxy)-4-({4-[(1E)-2-carboxyvinyl]-2-methylphenyl}methyl)-5-isopropyl-1H-pyrazole), NC(C(=O)N)(C)C (2-amino-2-methylpropionamide), [Cl-].[NH4+] (ammonium chloride). Yields the product C(N)(=O)C(C)(C)NC(=O)/C=C/C1=CC(=C(C=C1)CC=1C(=NNC1C(C)C)O[C@H]1[C@H](O)[C@@H](O)[C@H](O)[C@H](O1)CO)C (4-[(4-{(1E)-2-[1-Carbamoyl-1-(methyl)ethylcarbamoyl]vinyl}-2-methylphenyl)methyl]-3-(β-D-glucopyranosyloxy)-5-isopropyl-1H-pyrazole). As a reaction SMILES: C([O:4][C@@H:5]1[C@@H:10]([O:11]C(=O)C)[C@H:9]([O:15]C(=O)C)[C@@H:8]([CH2:19][O:20]C(=O)C)[O:7][C@H:6]1[O:24][C:25]1[C:29]([CH2:30][C:31]2[CH:36]=[CH:35][C:34](/[CH:37]=[CH:38]/[C:39](O)=[O:40])=[CH:33][C:32]=2[CH3:42])=[C:28]([CH:43]([CH3:45])[CH3:44])[NH:27][N:26]=1)(=O)C.[NH2:46][C:47]([CH3:52])([CH3:51])[C:48]([NH2:50])=[O:49].[Cl-].[NH4+]>>[C:48]([C:47]([NH:46][C:39](/[CH:38]=[CH:37]/[C:34]1[CH:35]=[CH:36][C:31]([CH2:30][C:29]2[C:25]([O:24][C@@H:6]3[O:7][C@H:8]([CH2:19][OH:20])[C@@H:9]([OH:15])[C@H:10]([OH:11])[C@H:5]3[OH:4])=[N:26][NH:27][C:28]=2[CH:43]([CH3:45])[CH3:44])=[C:32]([CH3:42])[CH:33]=1)=[O:40])([CH3:52])[CH3:51])(=[O:49])[NH2:50] |f:2.3|. Procedure: The title compound was prepared in a similar manner to that described in Example 26 using 3-(2,3,4,6-tetra-O-acetyl-β-D-glucopyranosyloxy)-4-({4-[(1E)-2-carboxyvinyl]-2-methylphenyl}methyl)-5-isopropyl-1H-pyrazole and 2-amino-2-methylpropionamide instead of 3-(2,3,4,6-tetra-O-acetyl-β-D-glucopyranosyloxy)-4-({4-[(1E)-3-carboxyprop-1-enyl]-phenyl}methyl)-5-isopropyl-1H-pyrazole and ammonium chloride, respectively. The reactants are FC1=C(C=C(C=C1)CC1=NNC(C2=CC=CC=C12)=O)N1C(N(C(C1=O)(C)C)CC(=O)O)=O ({3-[2-Fluoro-5-(4-oxo-3,4-dihydro-phthalazin-1-ylmethyl)-phenyl]-5,5-dimethyl-2,4-dioxo-imidazolidin-1-yl}-acetic acid), S(O)(O)(=O)=O (sulfuric acid), CO (methanol). Reaction conditions: temperature 70 celsius. The product is COC(CN1C(N(C(C1(C)C)=O)C1=C(C=CC(=C1)CC1=NNC(C2=CC=CC=C12)=O)F)=O)=O ({3-[2-Fluoro-5-(4-oxo-3,4-dihydro-phthalazin-1-ylmethyl)-phenyl]-5,5-dimethyl-2,4-dioxo-imidazolidin-1-yl}-acetic acid methyl ester). Reaction SMILES: [F:1][C:2]1[CH:7]=[CH:6][C:5]([CH2:8][C:9]2[C:18]3[C:13](=[CH:14][CH:15]=[CH:16][CH:17]=3)[C:12](=[O:19])[NH:11][N:10]=2)=[CH:4][C:3]=1[N:20]1[C:24](=[O:25])[C:23]([CH3:27])([CH3:26])[N:22]([CH2:28][C:29]([OH:31])=[O:30])[C:21]1=[O:32].S(=O)(=O)(O)O.[CH3:38]O>>[CH3:38][O:30][C:29](=[O:31])[CH2:28][N:22]1[C:23]([CH3:26])([CH3:27])[C:24](=[O:25])[N:20]([C:3]2[CH:4]=[C:5]([CH2:8][C:9]3[C:18]4[C:13](=[CH:14][CH:15]=[CH:16][CH:17]=4)[C:12](=[O:19])[NH:11][N:10]=3)[CH:6]=[CH:7][C:2]=2[F:1])[C:21]1=[O:32]. Reported procedure: To a solution of {3-[2-fluoro-5-(4-oxo-3,4-dihydro-phthalazin-1-ylmethyl)-phenyl]-5,5-dimethyl-2,4-dioxo-imidazolidin-1-yl}-acetic acid (36B)(0.044 g, 0.10 mmol) in methanol (2 ml) was added concentrated sulfuric acid (0.25 ml) and heated at 70° C. for 90 minutes before being cooled to rt. The reaction mixture was then concentrated in vacuo, diluted with water (5 ml) an extracted with ethyl acetate (2×10 ml). The organic layer was then dried over magnesium sulfate and concentrated in vacuo to af... The reactants are C(C)(C)(C)OC(NC1CN(C2=C(N(C1=O)CCOCC1=CC=CC=C1)C=CC=C2)CC(F)(F)F)=O ([1-(2-benzyloxy-ethyl)-2-oxo-5-(2,2,2-trifluoro-ethyl)-2,3,4,5-tetrahydro-1H-benzo[b][1,4]diazepin-3-yl]-carbamic acid tert-butyl ester), Cl (hydrochlorid). Solvent: O1CCOCC1 (dioxane). Product: Cl.NC1CN(C2=C(N(C1=O)CCOCC1=CC=CC=C1)C=CC=C2)CC(F)(F)F (3-Amino-1-(2-benzyloxy-ethyl)-5-(2,2,2-trifluoro-ethyl)-1,3,4,5-tetrahydro-benzo[b][1,4]diazepin-2-one Hydrochloride). Reaction SMILES: C(OC(=O)[NH:7][CH:8]1[C:14](=[O:15])[N:13]([CH2:16][CH2:17][O:18][CH2:19][C:20]2[CH:25]=[CH:24][CH:23]=[CH:22][CH:21]=2)[C:12]2[CH:26]=[CH:27][CH:28]=[CH:29][C:11]=2[N:10]([CH2:30][C:31]([F:34])([F:33])[F:32])[CH2:9]1)(C)(C)C.[ClH:36]>O1CCOCC1>[ClH:36].[NH2:7][CH:8]1[C:14](=[O:15])[N:13]([CH2:16][CH2:17][O:18][CH2:19][C:20]2[CH:25]=[CH:24][CH:23]=[CH:22][CH:21]=2)[C:12]2[CH:26]=[CH:27][CH:28]=[CH:29][C:11]=2[N:10]([CH2:30][C:31]([F:34])([F:33])[F:32])[CH2:9]1 |f:3.4|. Procedure details: In an analogous manner to that described in Example 1d), the treatment of the [1-(2-benzyloxy-ethyl)-2-oxo-5-(2,2,2-trifluoro-ethyl)-2,3,4,5-tetrahydro-1H-benzo[b][1,4]diazepin-3-yl]-carbamic acid tert-butyl ester with hydrochlorid acid (37%) in dioxane yielded quantitatively the title compound as a light yellow solid; MS (m/e): 394 (M+H)+. The reactants are Cc1ccc(C(=O)Nc2ccc(C#N)cc2)cc1, COc1ccc(P2(=S)SP(=S)(c3ccc(OC)cc3)S2)cc1, Cc1ccccc1. Reaction SMILES: [C:1](#[N:2])[c:3]1[cH:4][cH:5][c:6]([NH:9][C:10]([c:11]2[cH:12][cH:13][c:14]([CH3:17])[cH:15][cH:16]2)=[O:18])[cH:7][cH:8]1.[CH3:19][O:20][c:21]1[cH:22][cH:23][c:24]([P:25]2(=[S:28])[S:26][P:27]([c:29]3[cH:30][cH:31][c:32]([O:33][CH3:34])[cH:35][cH:36]3)(=[S:37])[S:38]2)[cH:39][cH:40]1.[CH3:41][c:42]1[cH:43][cH:44][cH:45][cH:46][cH:47]1>>[C:1](#[N:2])[c:3]1[cH:4][cH:5][c:6]([NH:9][C:10]([c:11]2[cH:12][cH:13][c:14]([CH3:17])[cH:15][cH:16]2)=[S:28])[cH:7][cH:8]1. Product: Cc1ccc(C(=S)Nc2ccc(C#N)cc2)cc1. Starting materials: NC1=C(C=CC=C1)NC(C1=CC=C(C=C1)CNC(C1=C(C(=CC=C1)Br)C)=O)=O (N-(2-aminophenyl)-4-((3-bromo-2-methylbenzamido) methyl)benzamide), C1(=CC=CC=C1)B(O)O (phenyl boronic acid), tetrakis(triphenylphosphin)palladium, C([O-])(O)=O.[Na+] (sodium bicarbonate), C(C)(=O)OCC (Ethyl acetate). Solvent: O1CCOCC1.O (dioxane H2O). Reaction conditions: time 20 minute. Yields the product NC1=C(C=CC=C1)NC(C1=CC=C(C=C1)CNC(C1=C(C(=CC=C1)C1=CC=CC=C1)C)=O)=O (N-(2-aminophenyl)-4-((2-methyl-3-phenyl-benzamido)methyl)benzamide). The yield is 51.3%. As a reaction SMILES: [NH2:1][C:2]1[CH:7]=[CH:6][CH:5]=[CH:4][C:3]=1[NH:8][C:9](=[O:28])[C:10]1[CH:15]=[CH:14][C:13]([CH2:16][NH:17][C:18](=[O:27])[C:19]2[CH:24]=[CH:23][CH:22]=[C:21](Br)[C:20]=2[CH3:26])=[CH:12][CH:11]=1.[C:29]1(B(O)O)[CH:34]=[CH:33][CH:32]=[CH:31][CH:30]=1.C(=O)(O)[O-].[Na+].C(OCC)(=O)C>O1CCOCC1.O>[NH2:1][C:2]1[CH:7]=[CH:6][CH:5]=[CH:4][C:3]=1[NH:8][C:9](=[O:28])[C:10]1[CH:15]=[CH:14][C:13]([CH2:16][NH:17][C:18](=[O:27])[C:19]2[CH:24]=[CH:23][CH:22]=[C:21]([C:29]3[CH:34]=[CH:33][CH:32]=[CH:31][CH:30]=3)[C:20]=2[CH3:26])=[CH:12][CH:11]=1 |f:2.3,5.6|. Reported procedure: 45 mg of N-(2-aminophenyl)-4-((3-bromo-2-methylbenzamido) methyl)benzamide obtained in Example 68 (0.103 mmol), phenyl boronic acid (19 mg, 0.154 mmol), tetrakis(triphenylphosphin)palladium (7 mg, 0.006 mmol), and sodium bicarbonate (33 mg, 0.308 mmol) were dissolved in 5 mL of dioxane/H2O mixture (v/v, 4:1). The resulting mixture was subjected to microwave equipment (Biotage AB) for 20 min at 150° C. Ethyl acetate was added to the resulting mixture, dried with anhydrous magnesium sulfate, and f... The reactants are C1(=CC=CC=C1)S(=O)(=O)C=1C(=NN2C1N=C(C=C2N2CCN(CC2)C)Cl)CC (3-benzenesulphonyl-5-chloro-2-ethyl-7-(4-methyl-piperazin-1-yl)-pyrazolo[1,5-a]pyrimidine). Reagents/catalysts: [Pd] (Pd/C). Solvent: CCO (EtOH). Reaction conditions: time 4 hour. Product: C1(=CC=CC=C1)S(=O)(=O)C=1C(=NN2C1N=CC=C2N2CCN(CC2)C)CC (3-Benzenesulphonyl-2-ethyl-7-(4-methyl-piperazin-1-yl)-pyrazolo[1,5-a]pyrimidine). RXN SMILES: [C:1]1([S:7]([C:10]2[C:11]([CH2:27][CH3:28])=[N:12][N:13]3[C:18]([N:19]4[CH2:24][CH2:23][N:22]([CH3:25])[CH2:21][CH2:20]4)=[CH:17][C:16](Cl)=[N:15][C:14]=23)(=[O:9])=[O:8])[CH:6]=[CH:5][CH:4]=[CH:3][CH:2]=1>CCO.[Pd]>[C:1]1([S:7]([C:10]2[C:11]([CH2:27][CH3:28])=[N:12][N:13]3[C:18]([N:19]4[CH2:20][CH2:21][N:22]([CH3:25])[CH2:23][CH2:24]4)=[CH:17][CH:16]=[N:15][C:14]=23)(=[O:8])=[O:9])[CH:6]=[CH:5][CH:4]=[CH:3][CH:2]=1. Procedure: 0.1 g of Pd/C (10%) was added to a solution of 0.267 g (0.63 mmol) of 3-benzenesulphonyl-5-chloro-2-ethyl-7-(4-methyl-piperazin-1-yl)-pyrazolo[1,5-a]pyrimidine in 40 ml of EtOH and the mixture was hydrogenated at RT for 4 hrs. The reaction mixture was filtered over Dicalite and the filtrate was evaporated. The residue was partitioned between CH2Cl2 and sat. NaHCO3 solution. The aqueous phase was extracted three times with CH2Cl2. The combined organic phases were dried (MgSO4), filtered and evapo... As a reaction SMILES: [CH3:30][CH2:31][O:32][C:33]([CH3:34])=[O:35].[O:17]=[C:18]1[N:19]([Br:24])[C:20](=[O:21])[CH2:22][CH2:23]1.[O:25]=[CH:26][N:27]([CH3:28])[CH3:29].[s:1]1[cH:2][cH:3][c:4]2[c:5]1-[c:6]1[c:7]([cH:11][c:12]([C:15]#[N:16])[cH:13][cH:14]1)[O:8][CH2:9][CH2:10]2>>[s:1]1[c:2]([Br:24])[cH:3][c:4]2[c:5]1-[c:6]1[c:7]([cH:11][c:12]([C:15]#[N:16])[cH:13][cH:14]1)[O:8][CH2:9][CH2:10]2. Starting materials: CCOC(C)=O, O=C1CCC(=O)N1Br, CN(C)C=O, N#Cc1ccc2c(c1)OCCc1ccsc1-2. Product: N#Cc1ccc2c(c1)OCCc1cc(Br)sc1-2.